The task is: describe an organic reaction: reactants, conditions, products, and yield. This data is from the Open Reaction Database (ORD), a public repository of structured organic reaction records. Reactants: O=C([O-])[O-], COC(=O)Cc1cccc(CNC2CCN(c3nc4ccc(Cl)cc4s3)C2)c1, CN(C)C=O, CCCCI, [K+], [K+], O. Product: CCCCN(Cc1cccc(CC(=O)OC)c1)C1CCN(c2nc3ccc(Cl)cc3s2)C1. As a reaction SMILES: [C:34](=[O:35])([O-:36])[O-:37].[CH3:1][O:2][C:3]([CH2:4][c:5]1[cH:6][c:7]([CH2:11][NH:12][CH:13]2[CH2:14][N:15]([c:18]3[s:19][c:20]4[c:21]([n:22]3)[cH:23][cH:24][c:25]([Cl:27])[cH:26]4)[CH2:16][CH2:17]2)[cH:8][cH:9][cH:10]1)=[O:28].[CH3:40][N:41]([CH3:42])[CH:43]=[O:44].[I:29][CH2:30][CH2:31][CH2:32][CH3:33].[K+:38].[K+:39].[OH2:45]>>[CH3:1][O:2][C:3]([CH2:4][c:5]1[cH:6][c:7]([CH2:11][N:12]([CH:13]2[CH2:14][N:15]([c:18]3[s:19][c:20]4[c:21]([n:22]3)[cH:23][cH:24][c:25]([Cl:27])[cH:26]4)[CH2:16][CH2:17]2)[CH2:30][CH2:31][CH2:32][CH3:33])[cH:8][cH:9][cH:10]1)=[O:28]. Starting materials: BrCC1=C(C(=C(C=C1)Cl)OC1=CC=CC=C1)F (1-(bromomethyl)-4-chloro-2-fluoro-3-(phenyloxy)benzene), N (ammonia), CO (methanol). Solvent: ClCCl (dichloromethane). Run at time 8 hour. Product: ClC1=C(C(=C(C=C1)CN)F)OC1=CC=CC=C1 ({[4-chloro-2-fluoro-3-(phenyloxy)phenyl]methyl}amine). Isolated yield 47.0%. As a reaction SMILES: Br[CH2:2][C:3]1[CH:8]=[CH:7][C:6]([Cl:9])=[C:5]([O:10][C:11]2[CH:16]=[CH:15][CH:14]=[CH:13][CH:12]=2)[C:4]=1[F:17].[NH3:18].CO>ClCCl>[Cl:9][C:6]1[CH:7]=[CH:8][C:3]([CH2:2][NH2:18])=[C:4]([F:17])[C:5]=1[O:10][C:11]1[CH:16]=[CH:15][CH:14]=[CH:13][CH:12]=1. Procedure: A mixture of 1-(bromomethyl)-4-chloro-2-fluoro-3-(phenyloxy)benzene (0.058 g, 0.184 mmol) and 7M ammonia in methanol (3 mL, 21.00 mmol) in dichloromethane (1 mL) was stirred at room temperature overnight. The solvent was evaporated and the residue was triturated with dichloromethane to give the desired product (0.023 g, 47% yield). 1H NMR (400 MHz, DMSO-d5) δ ppm 7.93 (br. s., 2H), 7.52-7.60 (m, 1H), 7.46 (t, 1H), 7.26-7.38 (m, 2H), 7.01-7.12 (m, 1H), 6.86 (d, 2H), 4.07 (s, 2 H). ES MS: m/z 252 ...